This data is from the Open Reaction Database (ORD), a public repository of structured organic reaction records. The task is: describe an organic reaction: reactants, conditions, products, and yield Starting materials: CC(=O)OC(C)=O, O=CNC=Cc1c(O)ccc2ccccc12, c1ccncc1. Product: CC(=O)Oc1ccc2ccccc2c1C=CNC=O. Reaction SMILES: [CH3:17][C:18](=[O:19])[O:20][C:21](=[O:22])[CH3:23].[CH:1](=[O:2])[NH:3][CH:4]=[CH:5][c:6]1[c:7]([OH:16])[cH:8][cH:9][c:10]2[cH:11][cH:12][cH:13][cH:14][c:15]12.[cH:24]1[cH:25][cH:26][n:27][cH:28][cH:29]1>>[CH:1](=[O:2])[NH:3][CH:4]=[CH:5][c:6]1[c:7]([O:16][C:18]([CH3:17])=[O:19])[cH:8][cH:9][c:10]2[cH:11][cH:12][cH:13][cH:14][c:15]12. Starting materials: C#CCN[C@@H]1CCC2=C1C=CC=C2 (rasagiline), C(C(=O)O)(=O)O (oxalic acid). The solvent is CC(C)O (2-propanol), CC(C)O (2-propanol). Yields the product C#CCN[C@@H]1CCC2=C1C=CC=C2.C(C(=O)[O-])(=O)[O-] (Rasagiline Oxalate). Reaction SMILES: [CH:1]#[C:2][CH2:3][NH:4][C@H:5]1[C:9]2[CH:10]=[CH:11][CH:12]=[CH:13][C:8]=2[CH2:7][CH2:6]1.[C:14]([OH:19])(=[O:18])[C:15]([OH:17])=[O:16]>CC(O)C>[CH:1]#[C:2][CH2:3][NH:4][C@H:5]1[C:9]2[CH:10]=[CH:11][CH:12]=[CH:13][C:8]=2[CH2:7][CH2:6]1.[C:14]([O-:19])(=[O:18])[C:15]([O-:17])=[O:16] |f:3.4|. Procedure details: 60 g rasagiline base were suspended in 885 ml 2-propanol. Then, 32.7 g oxalic acid dissolved in 885 ml 2-propanol were added. The mixture was allowed to stand in a refrigerator overnight, then filtrated and subsequently washed with 100 ml cooled 2-propanol. The residue was dried in a drying cabinet at 45° C. Yield: 87.6 g (93.1% of the theoretical) white crystals; water content (Karl Fischer): about 0.1%; melting point 204° C. (clear, brown melt); TFC: peak at 209.52° C.; [α]D20: +28.9° (2% in e...